This data is from the Open Reaction Database (ORD), a public repository of structured organic reaction records. The task is: describe an organic reaction: reactants, conditions, products, and yield Product: CCOC(=O)c1csc(COc2c(Br)cccc2-c2ccccc2CC)n1. As a reaction SMILES: [Br:1][c:2]1[cH:3][cH:4][cH:5][c:6](-[c:9]2[c:10]([CH2:11][CH3:12])[cH:13][cH:14][cH:15][cH:16]2)[c:7]1[OH:8].[Br:23][CH2:24][c:25]1[s:26][cH:27][c:28]([C:30](=[O:31])[O:32][CH2:33][CH3:34])[n:29]1.[K+:17].[K+:18].[O-:19][C:20]([O-:21])=[O:22].[O:35]=[CH:36][N:37]([CH3:38])[CH3:39]>>[Br:1][c:2]1[cH:3][cH:4][cH:5][c:6](-[c:9]2[c:10]([CH2:11][CH3:12])[cH:13][cH:14][cH:15][cH:16]2)[c:7]1[O:8][CH2:24][c:25]1[s:26][cH:27][c:28]([C:30](=[O:31])[O:32][CH2:33][CH3:34])[n:29]1. Starting materials: CCc1ccccc1-c1cccc(Br)c1O, CCOC(=O)c1csc(CBr)n1, [K+], [K+], O=C([O-])[O-], CN(C)C=O. Reactants: CC=1C(NC(NC1)=O)=O (5-Methyluracil), [C@@H]1([C@H](O)[C@H](O)[C@@H](CO)O1)N1C=NC=2C(=O)NC(N)=NC12 (guanosine). The product is CC=1C(NC(N([C@H]2[C@H](O)[C@H](O)[C@@H](CO)O2)C1)=O)=O (5-methyluridine), nucleic acids. Reaction SMILES: [CH3:1][C:2]1[C:3](=[O:9])[NH:4][C:5](=[O:8])[NH:6][CH:7]=1.[C@@H:10]1(N2C3N=C(N)NC(=O)C=3N=C2)[O:18][C@H:15]([CH2:16][OH:17])[C@@H:13]([OH:14])[C@H:11]1[OH:12]>>[CH3:1][C:2]1[C:3](=[O:9])[NH:4][C:5](=[O:8])[N:6]([CH:7]=1)[C@@H:10]1[O:18][C@H:15]([CH2:16][OH:17])[C@@H:13]([OH:14])[C@H:11]1[OH:12]. Procedure details: A culture broth of Flavobacterium rhenanum FERM BP-1862 was prepared according to Example 1 of JP 2-23882. 5-Methyluracil and guanosine as substrates were added without removing the culture medium ingredients of the strain culture solution, and were reacted while keeping the temperature at 60° C. in the same manner as in Example 1 of the present invention. The reaction solution was cooled, filtered, decolored with activated carbon, refiltered and concentrated in vacuo. The concentrate was recool... The reactants are N#CN.[Na] (monosodium cyanamide), FC(C1=CC=C(C=C1)N=C=S)(F)F (4-trifluoromethylphenylisothiocyanate). The solvent is C(C)O (ethanol). Conditions: time 1 hour. Product: C(#N)NC(=S)NC1=CC=C(C=C1)C(F)(F)F (N-Cyano-N'-(4-trifluoromethylphenyl)thiourea). Yield: 83.2%. Reaction SMILES: [N:1]#[C:2][NH2:3].[Na].[F:5][C:6]([F:17])([F:16])[C:7]1[CH:12]=[CH:11][C:10]([N:13]=[C:14]=[S:15])=[CH:9][CH:8]=1>C(O)C>[C:2]([NH:3][C:14]([NH:13][C:10]1[CH:9]=[CH:8][C:7]([C:6]([F:5])([F:16])[F:17])=[CH:12][CH:11]=1)=[S:15])#[N:1] |f:0.1,^1:3|. Procedure details: The suspension of monosodium cyanamide (0.63 g, 9.8 mmol) in absolute ethanol (50 mL) was slowly treated with 4-trifluoromethylphenylisothiocyanate (2.0 g, 9.8 mmol). The reaction was allowed to stir at room temperature for 1 hour and then heated at 75° C. for 4 hours. The reaction was cooled to room temperature and the colorless solid was filtered and washed with ethanol to give the title compound (2.0 g) as a colorless solid. Starting materials: OC1=CC(=CC=2OC(OC(C21)=O)(C)C)OC (5-hydroxy-7-methoxy-2,2-dimethyl-4H-benzo[d][1,3]dioxin-4-one), C([O-])([O-])=O.[K+].[K+] (potassium carbonate), C(C1=CC=CC=C1)Br (benzyl bromide). Solvent: CN(C=O)C (N,N-dimethylformamide). Run at time 10 minute. Yields the product C(C1=CC=CC=C1)OC1=CC(=CC=2OC(OC(C21)=O)(C)C)OC (5-(benzyloxy)-7-methoxy-2,2-dimethyl-4H-benzo[d][1,3]dioxin-4-one). The yield is 83.5%. As a reaction SMILES: [OH:1][C:2]1[C:11]2[C:10](=[O:12])[O:9][C:8]([CH3:14])([CH3:13])[O:7][C:6]=2[CH:5]=[C:4]([O:15][CH3:16])[CH:3]=1.C(=O)([O-])[O-].[K+].[K+].[CH2:23](Br)[C:24]1[CH:29]=[CH:28][CH:27]=[CH:26][CH:25]=1>CN(C)C=O>[CH2:23]([O:1][C:2]1[C:11]2[C:10](=[O:12])[O:9][C:8]([CH3:13])([CH3:14])[O:7][C:6]=2[CH:5]=[C:4]([O:15][CH3:16])[CH:3]=1)[C:24]1[CH:29]=[CH:28][CH:27]=[CH:26][CH:25]=1 |f:1.2.3|. Procedure details: A solution of 5-hydroxy-7-methoxy-2,2-dimethyl-4H-benzo[d][1,3]dioxin-4-one (30.00 g, 0.134 mol) in N,N-dimethylformamide (400 mL) was treated with powdered anhydrous potassium carbonate (19.41 g, 0.14 mol) added all at once. The resulting mixture was stirred in vacuo for 10 min. and then flushed with nitrogen. The reaction flask was placed in a water bath (22° C.) and treated with benzyl bromide (24.03 g, 0.14 mol) added dropwise over 15 min. The resulting mixture was then stirred at 22° C. for... The reactants are ClC1(C(C1)(Cl)Cl)C(=O)OCC (ethyl 1,2,2-trichlorocyclopropane carboxylate), NN (hydrazine). Solvent: C(C)O (ethanol). Product: ClC1(C(C1)(Cl)Cl)C(=O)NN (1,2,2-trichlorocyclopropane carboxylic acid hydrazide). RXN SMILES: [Cl:1][C:2]1([C:7]([O:9]CC)=O)[CH2:4][C:3]1([Cl:6])[Cl:5].[NH2:12][NH2:13]>C(O)C>[Cl:1][C:2]1([C:7]([NH:12][NH2:13])=[O:9])[CH2:4][C:3]1([Cl:6])[Cl:5]. Procedure details: A solution of ethyl 1,2,2-trichlorocyclopropane carboxylate (3 grams), ethanol (25 ml), and anhydrous hydrazine (0.48 grams) was heated to reflux for approximately 2 hours. The reaction mixture was cooled, the solvent was stripped from solution, and the residue was recrystallized using a small volume of ethanol to produce 1,2,2-trichlorocyclopropane carboxylic acid hydrazide (mp 122°-123° C.). The identity of the final product was confirmed by NMR analysis. The reactants are N1=C(C=NC=C1)C(=O)OCC (ethyl pyrazine-2-carboxylate). Reagents/catalysts: [OH-].[OH-].[Pd+2] (palladium hydroxide on carbon). The solvent is CCO (EtOH), [H][H] (hydrogen). Yields the product N1C(=CNCC1)C(=O)OCC (ethyl 1,4,5,6-tetrahydropyrazine-2-carboxylate). Isolated yield 102.0%. RXN SMILES: [N:1]1[CH:6]=[CH:5][N:4]=[CH:3][C:2]=1[C:7]([O:9][CH2:10][CH3:11])=[O:8]>CCO.[H][H].[OH-].[OH-].[Pd+2]>[NH:1]1[CH2:6][CH2:5][NH:4][CH:3]=[C:2]1[C:7]([O:9][CH2:10][CH3:11])=[O:8] |f:3.4.5|. Procedure: A solution of ethyl pyrazine-2-carboxylate (60 g) in EtOH (500 ml) was subjected to catalytic reduction using palladium hydroxide on carbon (5.0 g), in hydrogen at 3 atm for 4 hours. The catalyst was removed by filtration and the filtrate was concentrated in vacuo to give 62.8 g of ethyl 1,4,5,6-tetrahydropyrazine-2-carboxylate as an oil. As a reaction SMILES: [C:23]([NH2:24])(=[NH:25])[CH:26]([CH3:27])[CH3:28].[CH3:37][OH:38].[Cl:13][CH2:14][C:15](=[O:16])[CH2:17][C:18]([O:19][CH2:20][CH3:21])=[O:22].[Cl:1][CH2:2][c:3]1[cH:4][c:5](=[O:12])[n:6][c:7]([CH:9]([CH3:10])[CH3:11])[nH:8]1.[Cl:39][CH2:40][Cl:41].[NH4+:36].[P:29]([O:30][CH3:31])([O:32][CH3:33])(=[S:34])[S-:35]>>[CH2:2]([c:3]1[cH:4][c:5](=[O:12])[nH:6][c:7]([CH:9]([CH3:10])[CH3:11])[n:8]1)[S:35][P:29]([O:30][CH3:31])([O:32][CH3:33])=[S:34]. The reactants are CC(C)C(=N)N, CO, CCOC(=O)CC(=O)CCl, CC(C)c1nc(=O)cc(CCl)[nH]1, ClCCl, [NH4+], COP(=S)([S-])OC. Product: COP(=S)(OC)SCc1cc(=O)[nH]c(C(C)C)n1.